From a dataset of the Open Reaction Database (ORD), a public repository of structured organic reaction records. describe an organic reaction: reactants, conditions, products, and yield Reactants: O=C1NC(=O)c2ccccc21, CN(C)C=O, Cn1c(CI)nc(-c2ccncn2)cc1=O, [K], O. The product is Cn1c(CN2C(=O)c3ccccc3C2=O)nc(-c2ccncn2)cc1=O. Reaction SMILES: [C:17]1(=[O:27])[c:18]2[c:19]([cH:23][cH:24][cH:25][cH:26]2)[C:20](=[O:22])[NH:21]1.[CH3:30][N:31]([CH3:32])[CH:33]=[O:34].[I:1][CH2:2][c:3]1[n:4]([CH3:16])[c:5](=[O:15])[cH:6][c:7](-[c:9]2[n:10][cH:11][n:12][cH:13][cH:14]2)[n:8]1.[K:28].[OH2:29]>>[CH2:2]([c:3]1[n:4]([CH3:16])[c:5](=[O:15])[cH:6][c:7](-[c:9]2[n:10][cH:11][n:12][cH:13][cH:14]2)[n:8]1)[N:21]1[C:17](=[O:27])[c:18]2[c:19]([cH:23][cH:24][cH:25][cH:26]2)[C:20]1=[O:22]. The reactants are FC(C(=O)O)(F)F (Trifluoroacetic acid), C(C)(C)(C)OC(N[C@H](C)C1=CC=C(C=C1)C=1C(=NC=CC1)OC)=O ((R)-{1-[4-(2-methoxy-pyridin-3-yl)-phenyl]-ethyl}carbamic acid tert-butyl ester). Solvent: ClCCl (dichloromethane). Conditions: temperature 0 celsius, time 1 hour. Product: COC1=NC=CC=C1C1=CC=C(C=C1)[C@@H](C)N ((R)-1-[4-(2-methoxy-pyridin-3-yl)-phenyl]-ethylamine). Yield: 94.4%. Reaction SMILES: FC(F)(F)C(O)=O.C(OC(=O)[NH:14][C@@H:15]([C:17]1[CH:22]=[CH:21][C:20]([C:23]2[C:24]([O:29][CH3:30])=[N:25][CH:26]=[CH:27][CH:28]=2)=[CH:19][CH:18]=1)[CH3:16])(C)(C)C>ClCCl>[CH3:30][O:29][C:24]1[C:23]([C:20]2[CH:21]=[CH:22][C:17]([C@H:15]([NH2:14])[CH3:16])=[CH:18][CH:19]=2)=[CH:28][CH:27]=[CH:26][N:25]=1. Reported procedure: 2M Aqueous sodium carbonate solution (3.25 ml, 6.50 mmol) was added to a mixture of 2-methoxypyridine-3-boronic acid (994 mg, 6.50 mmol), (R)-[1-(4-bromo-phenyl)-ethyl]-carbamic acid tert-butyl ester (650 mg, 2.16 mmol) and tetrakis(triphenylphosphine)palladium (0) (125 mg, 0.108 mmol) in 1,2 dimethoxyethane (27 ml). The mixture was heated at 95° C. for 16 h under nitrogen atmosphere. The solvent was evaporated and the residue partitioned between ethyl acetate and water. The organic phase was wa... Starting materials: O (water), Br (hydrobromic acid), C1(CC1)C=1C=CC(=NC1OC)C=O (5-cyclopropyl-6-methoxypyridine-2-carbaldehyde), Example 1-51(6). The solvent is O1CCOCC1 (1,4-dioxane). Reaction conditions: temperature 65 celsius, time 2 hour. Yields the product C1(CC1)C1=CC=C(NC1=O)C=O (5-cyclopropyl-6-oxo-1,6-dihydropyridine-2-carbaldehyde). Yield: 69.0%. As a reaction SMILES: Br.[CH:2]1([C:5]2[CH:6]=[CH:7][C:8]([CH:13]=[O:14])=[N:9][C:10]=2[O:11]C)[CH2:4][CH2:3]1.O>O1CCOCC1>[CH:2]1([C:5]2[C:10](=[O:11])[NH:9][C:8]([CH:13]=[O:14])=[CH:7][CH:6]=2)[CH2:4][CH2:3]1. Reported procedure: 48% hydrobromic acid (3 mL) was added to a solution of 5-cyclopropyl-6-methoxypyridine-2-carbaldehyde obtained in Reference Example 1-51(6) (437 mg) in 1,4-dioxane (6 mL), and the mixture was stirred at 65° C. for two hours. The reaction solution was poured into water, followed by extraction with chloroform/methanol (2:1). The organic layer was dried over anhydrous magnesium sulfate and filtered. The filtrate was concentrated under reduced pressure. The resulting residue was purified by silica g... Starting materials: FC(C(=O)O)(F)F.CNCC=1C=C(C=CC1)C1=CC=C(C=C1)CC1C(NC(S1)=O)=O (5-(3′-methylaminomethyl-biphenyl-4-ylmethyl)thiazolidine-2,4-dione trifluoro-acetate), C(C)OC1=CC=C(C(=O)Cl)C=C1 (4-ethoxybenzoyl chloride). The product is O=C1SC(C(N1)=O)CC1=CC=C(C=C1)C1=CC(=CC=C1)CN(C(C1=CC=C(C=C1)OCC)=O)C (N-[4′-(2,4-Dioxothiazolidin-5-ylmethyl)biphenyl-3-ylmethyl]-4-ethoxy-N-methylbenzamide). RXN SMILES: FC(F)(F)C(O)=O.[CH3:8][NH:9][CH2:10][C:11]1[CH:12]=[C:13]([C:17]2[CH:22]=[CH:21][C:20]([CH2:23][CH:24]3[S:28][C:27](=[O:29])[NH:26][C:25]3=[O:30])=[CH:19][CH:18]=2)[CH:14]=[CH:15][CH:16]=1.[CH2:31]([O:33][C:34]1[CH:42]=[CH:41][C:37]([C:38](Cl)=[O:39])=[CH:36][CH:35]=1)[CH3:32]>>[O:29]=[C:27]1[NH:26][C:25](=[O:30])[CH:24]([CH2:23][C:20]2[CH:19]=[CH:18][C:17]([C:13]3[CH:14]=[CH:15][CH:16]=[C:11]([CH2:10][N:9]([CH3:8])[C:38](=[O:39])[C:37]4[CH:41]=[CH:42][C:34]([O:33][CH2:31][CH3:32])=[CH:35][CH:36]=4)[CH:12]=3)=[CH:22][CH:21]=2)[S:28]1 |f:0.1|. Procedure: In a manner similar to that of Example 37(e), by reacting 1 g (2.2 mmol) of 5-(3′-methylaminomethyl-biphenyl-4-ylmethyl)thiazolidine-2,4-dione trifluoro-acetate with 460 mg (2.5 mmol) of 4-ethoxybenzoyl chloride, and after purification, 960 mg (88%) of N-[4′-(2,4-dioxothiazolidin-5-ylmethyl)biphenyl-3-ylmethyl]-4-ethoxy-N-methylbenzamide are obtained in the form of a white solid with a melting point of 182° C. Starting materials: ClC=1C=CC2=C(CCN(CC2C)C(C(F)(F)F)=O)N1 (2-chloro-5-methyl-7-(trifluoroacetyl)-6,7,8,9-tetrahydro-5H-pyrido[2,3-d]azepine), C(=O)([O-])[O-].[K+].[K+] (K2CO3), CC1C2=C(CCN(C1)C(C(F)(F)F)=O)N=C(C=C2)O (5-methyl-7-(trifluoroacetyl)-6,7,8,9-tetrahydro-5H-pyrido[2,3-d]azepin-2-ol), O=P(Cl)(Cl)Cl (POCl3). Solvent: CO (MeOH), CN(C)C=O (DMF). Run at temperature 100 celsius. Yields the product ClC=1C=CC2=C(CCNCC2C)N1 (2-chloro-5-methyl-6,7,8,9-tetrahydro-5H-pyrido[2,3-d]azepine). The yield is 22.3%. Reaction SMILES: CC1CN(C(=O)C(F)(F)F)CCC2N=C(O)C=CC1=2.O=P(Cl)(Cl)Cl.[Cl:25][C:26]1[CH:27]=[CH:28][C:29]2[CH:35]([CH3:36])[CH2:34][N:33](C(=O)C(F)(F)F)[CH2:32][CH2:31][C:30]=2[N:43]=1.C([O-])([O-])=O.[K+].[K+]>CO.CN(C=O)C>[Cl:25][C:26]1[CH:27]=[CH:28][C:29]2[CH:35]([CH3:36])[CH2:34][NH:33][CH2:32][CH2:31][C:30]=2[N:43]=1 |f:3.4.5|. Reported procedure: A mixture of 5-methyl-7-(trifluoroacetyl)-6,7,8,9-tetrahydro-5H-pyrido[2,3-d]azepin-2-ol (100 mg, 365 μmol), DMF (50 μl) and POCl3 (5 ml) was heated at 100° C. for 3 h. The reaction mixture was concentrated in vacuo and purified by column chromatography rendering 101 mg (94%) of 2-chloro-5-methyl-7-(trifluoroacetyl)-6,7,8,9-tetrahydro-5H-pyrido[2,3-d]azepine. MS (ESI) m/z 293.2/295.2. A mixture of 2-chloro-5-methyl-7-(trifluoroacetyl)-6,7,8,9-tetrahydro-5H-pyrido[2,3-d]azepine (40.0 mg, 137 μmol...